This data is from the Open Reaction Database (ORD), a public repository of structured organic reaction records. The task is: describe an organic reaction: reactants, conditions, products, and yield The reactants are COC1=CC=C(C=C1)C=1C=CN=C2C(=CNC12)C(C(=O)[O-])=O.[K+] (potassium 7-(4-methoxyphenyl)-4-azaindole-3-glyoxylate), C(C1=CC=CC=C1)(=O)N1CC(NCC1)C (1-benzoyl-3-methylpiperazine). Yields the product C(C1=CC=CC=C1)(=O)N1C[C@H](N(CC1)C(C(=O)C1=CNC2=C(C=CN=C12)C1=CC=C(C=C1)OC)=O)C (1-benzoyl-3-(R)-methyl-4-[(7-(4-methoxyphenyl)-4-azaindol-3-yl)oxoacetyl]piperazine). RXN SMILES: [CH3:1][O:2][C:3]1[CH:8]=[CH:7][C:6]([C:9]2[CH:10]=[CH:11][N:12]=[C:13]3[C:17]=2[NH:16][CH:15]=[C:14]3[C:18](=[O:22])[C:19]([O-])=[O:20])=[CH:5][CH:4]=1.[K+].[C:24]([N:32]1[CH2:37][CH2:36][NH:35][CH:34]([CH3:38])[CH2:33]1)(=[O:31])[C:25]1[CH:30]=[CH:29][CH:28]=[CH:27][CH:26]=1>>[C:24]([N:32]1[CH2:37][CH2:36][N:35]([C:19](=[O:20])[C:18]([C:14]2[C:13]3[C:17](=[C:9]([C:6]4[CH:5]=[CH:4][C:3]([O:2][CH3:1])=[CH:8][CH:7]=4)[CH:10]=[CH:11][N:12]=3)[NH:16][CH:15]=2)=[O:22])[C@H:34]([CH3:38])[CH2:33]1)(=[O:31])[C:25]1[CH:26]=[CH:27][CH:28]=[CH:29][CH:30]=1 |f:0.1|. Procedure: Example 67, 1-benzoyl-3-(R)-methyl-4-[(7-(4-methoxyphenyl)-4-azaindol-3-yl)oxoacetyl]piperazine was prepared from potassium 7-(4-methoxyphenyl)-4-azaindole-3-glyoxylate and the corresponding 1-benzoyl-3-methylpiperazine according to the above general procedure. MS m/z: (M+H)+ Calc'd for C28H27N4O4: 483.20; found 483.16. HPLC retention time: 1.28 minutes (column A). Starting materials: ClC1=CC(=C(C=C1)CC(=O)O)C(C1=CC=C(C=C1)[N+](=O)[O-])=O (4-chloro-2-(4-nitrobenzoyl)-phenylacetic acid), O.NN (hydrazine hydrate), Cl (hydrochloric acid). Run in C(C)O (ethanol). Reaction conditions: time 8 hour. Yields the product ClC1=CC=C2CCOC(C2=C1)C1=CC=C(C=C1)[N+](=O)[O-] (7-Chloro-1-(4-nitrophenyl)-isochromane). As a reaction SMILES: [Cl:1][C:2]1[CH:7]=[CH:6][C:5]([CH2:8][C:9](O)=O)=[C:4]([C:12](=[O:22])[C:13]2[CH:18]=[CH:17][C:16]([N+:19]([O-:21])=[O:20])=[CH:15][CH:14]=2)[CH:3]=1.O.NN.Cl>C(O)C>[Cl:1][C:2]1[CH:3]=[C:4]2[C:5]([CH2:8][CH2:9][O:22][CH:12]2[C:13]2[CH:14]=[CH:15][C:16]([N+:19]([O-:21])=[O:20])=[CH:17][CH:18]=2)=[CH:6][CH:7]=1 |f:1.2|. Reported procedure: 17.6 g (55 mM) of 4-chloro-2-(4-nitrobenzoyl)-phenylacetic acid and 8 ml of 85% hydrazine hydrate were refluxed in 340 ml of ethanol for 4 hours. The reaction mixture was cooled, acidified with 115 ml of 1 M hydrochloric acid and evaporated. The residue was mixed with 50 ml of water, the crystals were filtered and dried. The resulting hydrazone derivative was dissolved in 300 ml of anhydrous dichloromethane and treated with a solution of 13.4 g (65 mM) of dicyclohexylcarbodiimide in 210 ml of an... Reactants: ClC=1C=C(C=CC1F)N1N=C(C=C1C1=CC(=CC(=C1)C(F)(F)F)F)C(=O)OCC (Ethyl 1-(3-chloro-4-fluorophenyl)-5-[3-fluoro-5-(trifluoromethyl)phenyl]-1H-pyrazole-3-carboxylate), ClC=1C=C(C=CC1F)N1N=C(C=C1C1=CC(=CC(=C1)F)Cl)C(=O)O (1-(3-Chloro-4-fluorophenyl)-5-(3-chloro-5-fluorophenyl)-1H-pyrazole-3-carboxylic acid). Product: ClC=1C=C(C=CC1F)N1N=C(C=C1C1=CC(=CC(=C1)C(F)(F)F)F)C(=O)O (1-(3-Chloro-4-fluorophenyl)-5-[3-fluoro-5-(trifluoromethyl)phenyl]-1H-pyrazole-3-carboxylic acid). Reaction SMILES: [Cl:1][C:2]1[CH:3]=[C:4]([N:9]2[C:13]([C:14]3[CH:19]=[C:18]([C:20]([F:23])([F:22])[F:21])[CH:17]=[C:16]([F:24])[CH:15]=3)=[CH:12][C:11]([C:25]([O:27]CC)=[O:26])=[N:10]2)[CH:5]=[CH:6][C:7]=1[F:8].ClC1C=C(N2C(C3C=C(F)C=C(Cl)C=3)=CC(C(O)=O)=N2)C=CC=1F>>[Cl:1][C:2]1[CH:3]=[C:4]([N:9]2[C:13]([C:14]3[CH:19]=[C:18]([C:20]([F:22])([F:23])[F:21])[CH:17]=[C:16]([F:24])[CH:15]=3)=[CH:12][C:11]([C:25]([OH:27])=[O:26])=[N:10]2)[CH:5]=[CH:6][C:7]=1[F:8]. Procedure: The preparation of the title compound takes place starting from the compound of Example 48A in analogy to the synthesis of the compound of Example 71A. 851 mg of the title compound with 51% purity are obtained. Reactants: COC(=O)c1ccc(B(O)O)cc1, COCCOC, CC(C)[Si](OC1CCC(N2CCC(Cc3c(Cl)cc(OS(=O)(=O)C(F)(F)F)cc3Cl)C2=O)CC1)(C(C)C)C(C)C, [K+], [K+], O=C([O-])[O-], c1ccc(P(c2ccccc2)(c2ccccc2)[Pd](P(c2ccccc2)(c2ccccc2)c2ccccc2)(P(c2ccccc2)(c2ccccc2)c2ccccc2)P(c2ccccc2)(c2ccccc2)c2ccccc2)cc1. The product is COC(=O)c1ccc(-c2cc(Cl)c(CC3CCN(C4CCC(O[Si](C(C)C)(C(C)C)C(C)C)CC4)C3=O)c(Cl)c2)cc1. RXN SMILES: [CH3:41][O:42][C:43](=[O:44])[c:45]1[cH:46][cH:47][c:48]([B:51]([OH:52])[OH:53])[cH:49][cH:50]1.[CH3:60][O:61][CH2:62][CH2:63][O:64][CH3:65].[Cl:1][c:2]1[cH:3][c:4]([O:33][S:34]([C:35]([F:36])([F:37])[F:38])(=[O:39])=[O:40])[cH:5][c:6]([Cl:32])[c:7]1[CH2:8][CH:9]1[C:10](=[O:31])[N:11]([CH:14]2[CH2:15][CH2:16][CH:17]([O:20][Si:21]([CH:22]([CH3:23])[CH3:24])([CH:25]([CH3:26])[CH3:27])[CH:28]([CH3:29])[CH3:30])[CH2:18][CH2:19]2)[CH2:12][CH2:13]1.[K+:54].[K+:55].[O-:56][C:57]([O-:58])=[O:59].[cH:66]1[cH:67][cH:68][c:69]([P:70]([Pd:71]([P:72]([c:73]2[cH:74][cH:75][cH:76][cH:77][cH:78]2)([c:79]2[cH:80][cH:81][cH:82][cH:83][cH:84]2)[c:85]2[cH:86][cH:87][cH:88][cH:89][cH:90]2)([P:91]([c:92]2[cH:93][cH:94][cH:95][cH:96][cH:97]2)([c:98]2[cH:99][cH:100][cH:101][cH:102][cH:103]2)[c:104]2[cH:105][cH:106][cH:107][cH:108][cH:109]2)[P:110]([c:111]2[cH:112][cH:113][cH:114][cH:115][cH:116]2)([c:117]2[cH:118][cH:119][cH:120][cH:121][cH:122]2)[c:123]2[cH:124][cH:125][cH:126][cH:127][cH:128]2)([c:129]2[cH:130][cH:131][cH:132][cH:133][cH:134]2)[c:135]2[cH:136][cH:137][cH:138][cH:139][cH:140]2)[cH:141][cH:142]1>>[Cl:1][c:2]1[cH:3][c:4](-[c:48]2[cH:47][cH:46][c:45]([C:43]([O:42][CH3:41])=[O:44])[cH:50][cH:49]2)[cH:5][c:6]([Cl:32])[c:7]1[CH2:8][CH:9]1[C:10](=[O:31])[N:11]([CH:14]2[CH2:15][CH2:16][CH:17]([O:20][Si:21]([CH:22]([CH3:23])[CH3:24])([CH:25]([CH3:26])[CH3:27])[CH:28]([CH3:29])[CH3:30])[CH2:18][CH2:19]2)[CH2:12][CH2:13]1. The reactants are CCOC(C)=O, [Cl-], O=c1n(-c2ccc(OCC(F)(F)C(F)F)cc2)ccn1-c1ccc([N+](=O)[O-])cc1, NN, O. The product is Nc1ccc(-n2ccn(-c3ccc(OCC(F)(F)C(F)F)cc3)c2=O)cc1. As a reaction SMILES: [CH3:34][CH2:35][O:36][C:37](=[O:38])[CH3:39].[Cl-:33].[N+:1]([O-:2])(=[O:3])[c:4]1[cH:5][cH:6][c:7](-[n:10]2[c:11](=[O:29])[n:12](-[c:15]3[cH:16][cH:17][c:18]([O:21][CH2:22][C:23]([CH:24]([F:25])[F:26])([F:27])[F:28])[cH:19][cH:20]3)[cH:13][cH:14]2)[cH:8][cH:9]1.[NH2:31][NH2:32].[OH2:30]>>[NH2:1][c:4]1[cH:5][cH:6][c:7](-[n:10]2[c:11](=[O:29])[n:12](-[c:15]3[cH:16][cH:17][c:18]([O:21][CH2:22][C:23]([CH:24]([F:25])[F:26])([F:27])[F:28])[cH:19][cH:20]3)[cH:13][cH:14]2)[cH:8][cH:9]1.